From a dataset of the Open Reaction Database (ORD), a public repository of structured organic reaction records. describe an organic reaction: reactants, conditions, products, and yield The reactants are [Al+3], Cc1cc2ccccc2s1, COC(=O)c1ccccc1SCl, [Cl-], [Cl-], [Cl-], ClCCCl. Product: COC(=O)c1ccccc1Sc1c(C)sc2ccccc12. As a reaction SMILES: [Al+3:24].[CH3:13][c:14]1[cH:15][c:16]2[c:17]([s:18]1)[cH:19][cH:20][cH:21][cH:22]2.[CH3:1][O:2][C:3](=[O:4])[c:5]1[c:6]([S:11][Cl:12])[cH:7][cH:8][cH:9][cH:10]1.[Cl-:23].[Cl-:25].[Cl-:26].[Cl:27][CH2:28][CH2:29][Cl:30]>>[CH3:1][O:2][C:3](=[O:4])[c:5]1[c:6]([S:11][c:15]2[c:14]([CH3:13])[s:18][c:17]3[c:16]2[cH:22][cH:21][cH:20][cH:19]3)[cH:7][cH:8][cH:9][cH:10]1. The reactants are NC1=NC(=C(C=C1)CN1C(C=2C(C1=O)=CC=CC2)=O)C (2-amino-6-methyl-5-(phthalimidomethyl)pyridine), [N+](=O)(O)[O-] (HNO3). Solvent: O (water), C(=O)([O-])[O-].[Na+].[Na+] (Na2CO3), OS(=O)(=O)O (H2SO4). Reaction conditions: temperature 0 celsius, time 1 hour. The product is NC1=NC(=C(C=C1[N+](=O)[O-])CN1C(C=2C(C1=O)=CC=CC2)=O)C (2-Amino-6-methyl-3-nitro-5-(phthalimidomethyl)pyridine). RXN SMILES: [NH2:1][C:2]1[CH:7]=[CH:6][C:5]([CH2:8][N:9]2[C:13](=[O:14])[C:12]3=[CH:15][CH:16]=[CH:17][CH:18]=[C:11]3[C:10]2=[O:19])=[C:4]([CH3:20])[N:3]=1.[N+:21]([O-])([OH:23])=[O:22]>OS(O)(=O)=O.O.C([O-])([O-])=O.[Na+].[Na+]>[NH2:1][C:2]1[C:7]([N+:21]([O-:23])=[O:22])=[CH:6][C:5]([CH2:8][N:9]2[C:10](=[O:19])[C:11]3=[CH:18][CH:17]=[CH:16][CH:15]=[C:12]3[C:13]2=[O:14])=[C:4]([CH3:20])[N:3]=1 |f:4.5.6|. Procedure details: To a stirred solution of 2-amino-6-methyl-5-(phthalimidomethyl)pyridine (3.00 g, 11.2 mmol) in H2SO4 (17 mL) at 0° C. was added HNO3 (583 μL) dropwise. The solution was stirred for 1 h at 0° C. and was then warmed to room temperature at which it was stirred for an additional 3 h. The reaction was diluted with water and neutralized with solid Na2CO3. The resulting orange precipitate was filtered and washed with water. Silica gel chromatography (gradient 3% MeOH/CHCl3 to 4% MeOH/CHCl3) afforded th... Starting materials: O (water), N1=C(C=CC2=CC=CC=C12)COC=1C=C(COC=2C=C(C#N)C=CC2)C=CC1 (3-[3-(2-quinolinylmethyloxy)benzyloxy]benzonitrile), Cl.N1=CC=CC=C1 (pyridine hydrochloride), [N-]=[N+]=[N-].[Na+] (sodium azide). Solvent: CN(C)C=O (DMF). Reaction conditions: temperature 100 celsius. Yields the product N1=C(C=CC2=CC=CC=C12)COC=1C=C(COC=2C=C(C=CC2)C2=NN=NN2)C=CC1 (5-[3-(3-(2-quinolinylmethyloxy)benzyloxy)phenyl]tetrazole). As a reaction SMILES: [N:1]1[C:10]2[C:5](=[CH:6][CH:7]=[CH:8][CH:9]=2)[CH:4]=[CH:3][C:2]=1[CH2:11][O:12][C:13]1[CH:14]=[C:15]([CH:26]=[CH:27][CH:28]=1)[CH2:16][O:17][C:18]1[CH:19]=[C:20]([CH:23]=[CH:24][CH:25]=1)[C:21]#[N:22].Cl.N1C=CC=CC=1.[N-:36]=[N+:37]=[N-:38].[Na+].O>CN(C=O)C>[N:1]1[C:10]2[C:5](=[CH:6][CH:7]=[CH:8][CH:9]=2)[CH:4]=[CH:3][C:2]=1[CH2:11][O:12][C:13]1[CH:14]=[C:15]([CH:26]=[CH:27][CH:28]=1)[CH2:16][O:17][C:18]1[CH:19]=[C:20]([C:21]2[NH:38][N:37]=[N:36][N:22]=2)[CH:23]=[CH:24][CH:25]=1 |f:1.2,3.4|. Procedure: A mixture of 1.2 g (3.28 mmol) of 3-[3-(2-quinolinylmethyloxy)benzyloxy]benzonitrile, 1.89 g (16.4 mmol) of pyridine hydrochloride, and 1.06 g (16.4 mmol) of sodium azide in 10 ml of DMF is heated at 100° C. for 4 days. The reaction mixture is poured into water. The crude product collected on a filter and recrystallized from ethyl acetate to give 5-[3-(3-(2-quinolinylmethyloxy)benzyloxy)phenyl]tetrazole. (M.P. 169-172° C.) Reactants: Compound A, S(O)(O)(=O)=O (sulfuric acid), Compound A, Compound A, S(=O)(=O)([O-])[O-] (sulfate), C(C)[O-] (ethanolate), Compound A, Compound A. Solvent: C(C)O (ethanol), C(C)O (ethanol). Conditions: time 30 minute. Product: S(O)(O)(=O)=O.C(C)O (sulfuric acid ethanol), Compound A, S(=O)(=O)([O-])[O-] (sulfate). RXN SMILES: [S:1](=[O:5])(=[O:4])([OH:3])[OH:2].[S:6]([O-:10])([O-:9])(=[O:8])=[O:7].[CH2:11]([O-:13])[CH3:12]>C(O)C>[S:1](=[O:3])(=[O:2])([OH:5])[OH:4].[CH2:11]([OH:13])[CH3:12].[S:6]([O-:10])([O-:9])(=[O:8])=[O:7] |f:4.5|. Reported procedure: The Compound A freebase (25 g, 38.3 mmol) was dissolved in absolute ethanol (150 mL) at 22° C. The batch was filtered through a 5 μm filter and the filter flushed with absolute ethanol (50 mL). A solution of sulfuric acid/ethanol was prepared at <5° C. by charging concentrated sulfuric acid (3.91 g, 38.3 mmol) into a cooled solution (<5° C.) of absolute ethanol (50 mL) at such a rate that the temperature remained <5° C. A portion of the acid solution (10 mL, 20 vol %) was charged into the Compou... Reaction conditions: temperature 100 celsius, time 24 hour. The reagents and catalysts are dcype. Starting materials: CC(C)OP(=O)OC(C)C (effective_coupling_partner), CN(C)C(=O)Oc1ccccc1 (substrate). Yields the product CC(C)OP(=O)(OC(C)C)c1ccccc1. Starting materials: ClCCl, CN(C)C=O, CS(=O)(=O)c1ccc(C(CC2CCCC2)C(=O)O)cc1Cl, O=C(Cl)C(=O)Cl, Nc1cnc(C2=CCCCO2)cn1, C1CCOC1, O, Cc1cccc(C)n1. Yields the product CS(=O)(=O)c1ccc(C(CC2CCCC2)C(=O)Nc2cnc(C3=CCCCO3)cn2)cc1Cl. RXN SMILES: [CH2:49]([Cl:50])[Cl:51].[CH3:52][N:53]([CH3:54])[CH:55]=[O:56].[Cl:1][c:2]1[cH:3][c:4]([CH:12]([C:13](=[O:14])[OH:15])[CH2:16][CH:17]2[CH2:18][CH2:19][CH2:20][CH2:21]2)[cH:5][cH:6][c:7]1[S:8](=[O:9])(=[O:10])[CH3:11].[Cl:22][C:23]([C:24]([Cl:25])=[O:26])=[O:27].[O:28]1[C:29]([c:34]2[n:35][cH:36][c:37]([NH2:40])[n:38][cH:39]2)=[CH:30][CH2:31][CH2:32][CH2:33]1.[O:57]1[CH2:58][CH2:59][CH2:60][CH2:61]1.[OH2:62].[n:41]1[c:42]([CH3:43])[cH:44][cH:45][cH:46][c:47]1[CH3:48]>>[Cl:1][c:2]1[cH:3][c:4]([CH:12]([C:13](=[O:15])[NH:40][c:37]2[cH:36][n:35][c:34]([C:29]3=[CH:30][CH2:31][CH2:32][CH2:33][O:28]3)[cH:39][n:38]2)[CH2:16][CH:17]2[CH2:18][CH2:19][CH2:20][CH2:21]2)[cH:5][cH:6][c:7]1[S:8](=[O:9])(=[O:10])[CH3:11]. Reactants: COc1ccc2nccc(-n3cc4c(n3)CCC(N)C4)c2n1, CC(=O)O, CC(Cl)Cl, O, O=CCCc1ccccc1. RXN SMILES: [CH3:1][O:2][c:3]1[n:4][c:5]2[c:6](-[n:13]3[n:14][c:15]4[c:20]([cH:21]3)[CH2:19][CH:18]([NH2:22])[CH2:17][CH2:16]4)[cH:7][cH:8][n:9][c:10]2[cH:11][cH:12]1.[CH3:33][C:34](=[O:35])[OH:36].[Cl:38][CH:39]([Cl:40])[CH3:41].[OH2:37].[c:23]1([CH2:29][CH2:30][CH:31]=[O:32])[cH:24][cH:25][cH:26][cH:27][cH:28]1>>[CH3:1][O:2][c:3]1[n:4][c:5]2[c:6](-[n:13]3[n:14][c:15]4[c:20]([cH:21]3)[CH2:19][CH:18]([NH:22][CH2:31][CH2:30][CH2:29][c:23]3[cH:24][cH:25][cH:26][cH:27][cH:28]3)[CH2:17][CH2:16]4)[cH:7][cH:8][n:9][c:10]2[cH:11][cH:12]1. Product: COc1ccc2nccc(-n3cc4c(n3)CCC(NCCCc3ccccc3)C4)c2n1. Reactants: C1CCOC1, CC(C)C[AlH]CC(C)C, CO, [Mg+2], [Na+], O=S(=O)([O-])[O-], CCOC(=O)c1ccc2c(c1)CC(=O)N2, [OH-], O. Yields the product O=C1Cc2cc(CO)ccc2N1. As a reaction SMILES: [CH2:33]1[O:34][CH2:35][CH2:36][CH2:37]1.[CH3:16][CH:17]([CH2:18][AlH:19][CH2:20][CH:21]([CH3:22])[CH3:23])[CH3:24].[CH3:38][OH:39].[Mg+2:27].[Na+:26].[O-:28][S:29]([O-:30])(=[O:31])=[O:32].[O:1]=[C:2]1[NH:3][c:4]2[cH:5][cH:6][c:7]([C:11](=[O:12])[O:13][CH2:14][CH3:15])[cH:8][c:9]2[CH2:10]1.[OH-:25].[OH2:40]>>[O:1]=[C:2]1[NH:3][c:4]2[cH:5][cH:6][c:7]([CH2:11][OH:12])[cH:8][c:9]2[CH2:10]1.